Dataset: the Open Reaction Database (ORD), a public repository of structured organic reaction records. Task: describe an organic reaction: reactants, conditions, products, and yield Reactants: C1(=CC=CC=C1)C(CNCC1=CSC=C1)O (1-Phenyl-2-(thiophen-3-ylmethylamino)ethanol), polyphosphoric acid, [OH-].[NH4+] (ammonium hydroxide). Reaction conditions: temperature 80 celsius, time 1 hour. The product is C1(=CC=CC=C1)C1C2=C(CNC1)C=CS2 (7-Phenyl-4,5,6,7-tetrahydrothieno[3,2-c]pyridine). RXN SMILES: [C:1]1([CH:7](O)[CH2:8][NH:9][CH2:10][C:11]2[CH:15]=[CH:14][S:13][CH:12]=2)[CH:6]=[CH:5][CH:4]=[CH:3][CH:2]=1.[OH-].[NH4+]>>[C:1]1([CH:7]2[CH2:8][NH:9][CH2:10][C:11]3[CH:15]=[CH:14][S:13][C:12]2=3)[CH:6]=[CH:5][CH:4]=[CH:3][CH:2]=1 |f:1.2|. Procedure details: 1-Phenyl-2-(thiophen-3-ylmethylamino)ethanol (4.5 g, 19.2 mmol) was added to a flask containing polyphosphoric acid (20 g) and the mixture was heated to 80° C. After 1 h, the reaction was cooled down to room temperature and treated with crushed ice. The mixture was then rendered basic using ammonium hydroxide. The aqueous mixture was extracted twice with dichloromethane. The organic layers were combined and washed with water and brine. The organic portion was dried with sodium sulfate, reduced i... Starting materials: BrCc1ccccc1Br, O=C([O-])[O-], CC#N, [K+], [K+], c1ccc(C2CNCCO2)cc1. Yields the product Brc1ccccc1CN1CCOC(c2ccccc2)C1. RXN SMILES: [Br:1][c:2]1[c:3]([CH2:4][Br:5])[cH:6][cH:7][cH:8][cH:9]1.[C:22](=[O:23])([O-:24])[O-:25].[CH3:28][C:29]#[N:30].[K+:26].[K+:27].[c:10]1([CH:16]2[O:17][CH2:18][CH2:19][NH:20][CH2:21]2)[cH:11][cH:12][cH:13][cH:14][cH:15]1>>[Br:1][c:2]1[c:3]([CH2:4][N:20]2[CH2:19][CH2:18][O:17][CH:16]([c:10]3[cH:11][cH:12][cH:13][cH:14][cH:15]3)[CH2:21]2)[cH:6][cH:7][cH:8][cH:9]1. Starting materials: [Br-], CC(c1ccc2c(c1)SC(C)(C)S2)[P+](c1ccccc1)(c1ccccc1)c1ccccc1, O=Cc1ccccc1. Product: CC(=Cc1ccccc1)c1ccc2c(c1)SC(C)(C)S2. RXN SMILES: [Br-:1].[CH3:2][C:3]1([CH3:33])[S:4][c:5]2[c:6]([cH:8][cH:9][c:10]([CH:12]([CH3:13])[P+:14]([c:15]3[cH:16][cH:17][cH:18][cH:19][cH:20]3)([c:21]3[cH:22][cH:23][cH:24][cH:25][cH:26]3)[c:27]3[cH:28][cH:29][cH:30][cH:31][cH:32]3)[cH:11]2)[S:7]1.[CH:34](=[O:35])[c:36]1[cH:37][cH:38][cH:39][cH:40][cH:41]1>>[CH3:2][C:3]1([CH3:33])[S:4][c:5]2[c:6]([cH:8][cH:9][c:10]([C:12]([CH3:13])=[CH:34][c:36]3[cH:37][cH:38][cH:39][cH:40][cH:41]3)[cH:11]2)[S:7]1. Reactants: solution, FC(C(=O)[O-])(F)F.FC(C(=O)[O-])(F)F.FC(C(=O)[O-])(F)F.[B+3] (boron tris(trifluoroacetate)), C(C1=CC=CC=C1)ON1C(C2=CC=CC=3C2=C(C1=O)C=C(C3N(C)C)Br)=O (2-benzyloxy-5-bromo-6-dimethylamino-benzo[de]isoquinoline-1,3-dione). Solvent: C(=O)(C(F)(F)F)O (TFA). The product is BrC=1C(=C2C3=C(C(N(C(C3=CC=C2)=O)O)=O)C1)N(C)C (5-Bromo-6-dimethylamino-2-hydroxy-benzo[de]isoquinoline-1,3-dione). The yield is 91.8%. Reaction SMILES: C([O:8][N:9]1[C:18](=[O:19])[C:17]2[CH:20]=[C:21]([Br:26])[C:22]([N:23]([CH3:25])[CH3:24])=[C:15]3[C:16]=2[C:11](=[CH:12][CH:13]=[CH:14]3)[C:10]1=[O:27])C1C=CC=CC=1.FC(F)(F)C([O-])=O.FC(F)(F)C([O-])=O.FC(F)(F)C([O-])=O.[B+3]>C(O)(C(F)(F)F)=O>[Br:26][C:21]1[C:22]([N:23]([CH3:25])[CH3:24])=[C:15]2[CH:14]=[CH:13][CH:12]=[C:11]3[C:16]2=[C:17]([CH:20]=1)[C:18](=[O:19])[N:9]([OH:8])[C:10]3=[O:27] |f:1.2.3.4|. Reported procedure: Following the procedure of Example 52, 2-benzyloxy-5-bromo-6-dimethylamino-benzo[de]isoquinoline-1,3-dione (0.17 g, 0.39 mmol, from Example X1) and a 1.0 M solution of boron tris(trifluoroacetate) in TFA (2 mL) were reacted to give 0.12 g of the title compound, mp 185-187° C. Reactants: ClC=1C=C(C=CC1)C1=CC(N(C2=CC=C(C=C12)C(C=1N(C=NC1)C)(O)C1=CC=C(C=C1)Cl)CC1CC1)=O (4-(3-Chloro-phenyl)-6-[(4-chloro-phenyl)-hydroxy-(3-methyl-3H-imidazol-4-yl)-methyl]-1-cyclopropylmethyl-1H-quinolin-2-one), S(=O)(Cl)Cl (thionyl chloride). Solvent: ClCCl (dichloromethane). Conditions: time 1 hour. Yields the product ClC(C=1C=C2C(=CC(N(C2=CC1)CC1CC1)=O)C1=CC(=CC=C1)Cl)(C=1N(C=NC1)C)C1=CC=C(C=C1)Cl (6-[Chloro-(4-chloro-phenyl)-(3-methyl-3H-imidazol-4-yl)-methyl]-4-(3-chloro-phenyl)-1-cyclopropylmethyl-1H-quinolin-2-one). RXN SMILES: [Cl:1][C:2]1[CH:3]=[C:4]([C:8]2[C:17]3[C:12](=[CH:13][CH:14]=[C:15]([C:18]([C:26]4[CH:31]=[CH:30][C:29]([Cl:32])=[CH:28][CH:27]=4)(O)[C:19]4[N:20]([CH3:24])[CH:21]=[N:22][CH:23]=4)[CH:16]=3)[N:11]([CH2:33][CH:34]3[CH2:36][CH2:35]3)[C:10](=[O:37])[CH:9]=2)[CH:5]=[CH:6][CH:7]=1.S(Cl)([Cl:40])=O>ClCCl>[Cl:40][C:18]([C:26]1[CH:31]=[CH:30][C:29]([Cl:32])=[CH:28][CH:27]=1)([C:19]1[N:20]([CH3:24])[CH:21]=[N:22][CH:23]=1)[C:15]1[CH:16]=[C:17]2[C:12](=[CH:13][CH:14]=1)[N:11]([CH2:33][CH:34]1[CH2:36][CH2:35]1)[C:10](=[O:37])[CH:9]=[C:8]2[C:4]1[CH:5]=[CH:6][CH:7]=[C:2]([Cl:1])[CH:3]=1. Procedure: A solution of 4-(3-Chloro-phenyl)-6-[(4-chloro-phenyl)-hydroxy-(3-methyl-3H-imidazol-4-yl)-methyl]-1-cyclopropylmethyl-1H-quinolin-2-one (2.3 g, 4.35 mmol) in dichloromethane (60 mL) at 0° C. was treated with thionyl chloride (15 mL). The reaction mixture was warmed to room temperature, stirred for 1 hour, heated to 45° C., and stirred for an additional hour. The mixture was cooled to ambient temperature and concentrated in vacuo to give 6-[Chloro-(4-chloro-phenyl)-(3-methyl-3H-imidazol-4-yl)-me...